This data is from the Open Reaction Database (ORD), a public repository of structured organic reaction records. The task is: describe an organic reaction: reactants, conditions, products, and yield The reactants are C(C)O (ethanol), N1CCOCC1 (morpholine), C(C)O (ethanol), N1CCOCC1 (morpholine), C(Cl)C1CO1 (epichlorohydrin). The solvent is CC(=O)C (acetone). Reaction conditions: temperature 250 celsius. Yields the product [Cl-].OC1C[N+]2(C1)CCOCC2 (2-hydroxy-7-oxa-4-azoniaspiro[3.5]nonane chloride). Reaction SMILES: [NH:1]1[CH2:6][CH2:5][O:4][CH2:3][CH2:2]1.C(O)C.[CH2:10]([CH:12]1[O:14][CH2:13]1)[Cl:11]>CC(C)=O>[Cl-:11].[OH:14][CH:12]1[CH2:13][N+:1]2([CH2:6][CH2:5][O:4][CH2:3][CH2:2]2)[CH2:10]1 |f:4.5|. Reported procedure: To a 1 L 3-neck round bottom flask, fitted with a thermocouple, nitrogen inlet and a 250 ml addition funnel, was charged morpholine (91.5 g, 91.5 ml, 1.05 mole, 1.0 eq.) and 100 ml of ethanol. The solution was stirred rapidly while adding epichlorohydrin (100 g, 84.5 ml, 1.08 mole, 1.03 eq.) from the addition funnel over about 30 minutes. The temperature was monitored and when the pot temperature reached 27° C., the reaction was cooled with an ice water bath. The clear solution was stirred for 1... Starting materials: Cl (hydrogen chloride), N1=C(C=CC=C1)NC1=C(C=CC=C1)N (N-(2-pyridyl)-o-phenylenediamine), CC=1SC(=CC1/C=C/C(=O)Cl)C ((E)-3-(2,5-dimethylthiophene-3-yl)acryloyl chloride), N1=C(C=CC=C1)N1C(=NC2=C1C=CC=C2)\C=C\C2=CC=CC=C2 ((E)-1-(2-pyridyl)-2-styryl-1H-benzimidazole). Run in CO (methanol). Yields the product Cl.CC=1SC(=CC1/C=C/C1=NC2=C(N1C1=NC=CC=C1)C=CC=C2)C ((E)-2-[2-(2.5-Dimethyl-3-thienyl)ethenyl]-1-(2-pyridyl)-1H-benzimidazole hydrochloride). As a reaction SMILES: [N:1]1[CH:6]=[CH:5][CH:4]=[CH:3][C:2]=1[NH:7][C:8]1[CH:13]=[CH:12][CH:11]=[CH:10][C:9]=1[NH2:14].[CH3:15][C:16]1[S:17][C:18]([CH3:26])=[CH:19][C:20]=1/[CH:21]=[CH:22]/[C:23]([Cl:25])=O.N1C=CC=CC=1N1C2C=CC=CC=2N=C1/C=C/C1C=CC=CC=1.Cl>CO>[ClH:25].[CH3:15][C:16]1[S:17][C:18]([CH3:26])=[CH:19][C:20]=1/[CH:21]=[CH:22]/[C:23]1[N:7]([C:2]2[CH:3]=[CH:4][CH:5]=[CH:6][N:1]=2)[C:8]2[CH:13]=[CH:12][CH:11]=[CH:10][C:9]=2[N:14]=1 |f:5.6|. Reported procedure: To a solution of (E)-3-(2,5-dimethylthiophene-3-yl)acrylic acid (328 mg, 1.8 mmol) in benzene (10 ml) was added thionyl chloride (0.5 ml) and the mixture was heated to reflux for 60 min. Volatiles were removed by evaporation to give crude (E)-3-(2,5-dimethylthiophene-3-yl)acryloyl chloride. Free base of the titled compound was prepared from N-(2-pyridyl)-o-phenylenediamine (250 mg, 1.4 mmol) and (E)-3-(2,5-dimethylthiophene-3-yl)acryloyl chloride obtained as above according to the preparation of... Starting materials: Cl.NC1COC2=CC=CC=C2C1 (3-aminochroman hydrochloride), C([O-])(O)=O.[Na+] (sodium bicarbonate). Yields the product NC1OC2=CC=CC=C2CC1 (2-aminochroman). RXN SMILES: Cl.[NH2:2][CH:3]1[CH2:12][C:11]2[C:6](=[CH:7][CH:8]=[CH:9][CH:10]=2)OC1.[C:13](=[O:16])(O)[O-].[Na+]>>[NH2:2][CH:3]1[CH2:12][CH2:11][C:10]2[C:13](=[CH:6][CH:7]=[CH:8][CH:9]=2)[O:16]1 |f:0.1,2.3|. Procedure details: 3-aminochroman hydrochloride (0.37 g, 2 mmol) was neutralized with aqueous sodium bicarbonate, extracted with diethyl ether, dried with magnesium sulfate, and the solvent evaporated to give 2-aminochroman. The reactants are C(C=C)OC1=C(C=CC(=C1)OC)C(=O)C1=C(NC2=CC(=CC=C12)OC(F)(F)F)C ([2-(allyloxy)-4-methoxyphenyl][2-methyl-6-(trifluoromethoxy)-1H-indol-3-yl]methanone), [H-].[Na+] (NaH), ice water, S(=O)(=O)(C1=CC=C(C)C=C1)Cl (TsCl). Solvent: CN(C)C=O (DMF). Reaction conditions: time 1 hour. Product: C(C=C)OC1=C(C=CC(=C1)OC)C(=O)C1=C(N(C2=CC(=CC=C12)OC(F)(F)F)S(=O)(=O)C1=CC=C(C=C1)C)C ([2-(Allyloxy)-4-methoxyphenyl][2-methyl-1-[(4-methylphenyl)sulfonyl]-6-(trifluoromethoxy)-1H-indol-3-yl]methanone). As a reaction SMILES: [CH2:1]([O:4][C:5]1[CH:10]=[C:9]([O:11][CH3:12])[CH:8]=[CH:7][C:6]=1[C:13]([C:15]1[C:23]2[C:18](=[CH:19][C:20]([O:24][C:25]([F:28])([F:27])[F:26])=[CH:21][CH:22]=2)[NH:17][C:16]=1[CH3:29])=[O:14])[CH:2]=[CH2:3].[H-].[Na+].[S:32](Cl)([C:35]1[CH:41]=[CH:40][C:38]([CH3:39])=[CH:37][CH:36]=1)(=[O:34])=[O:33]>CN(C=O)C>[CH2:1]([O:4][C:5]1[CH:10]=[C:9]([O:11][CH3:12])[CH:8]=[CH:7][C:6]=1[C:13]([C:15]1[C:23]2[C:18](=[CH:19][C:20]([O:24][C:25]([F:28])([F:26])[F:27])=[CH:21][CH:22]=2)[N:17]([S:32]([C:35]2[CH:41]=[CH:40][C:38]([CH3:39])=[CH:37][CH:36]=2)(=[O:34])=[O:33])[C:16]=1[CH3:29])=[O:14])[CH:2]=[CH2:3] |f:1.2|. Procedure details: To a solution of 6 (8.0 g, 20 mmol) in DMF (200 mL) was added NaH (1.5 eq). Mixture stirred for 15 min before addition of TsCl (1.5 eq, 5.6 g). After 1 hour, the reaction mixture was poured into ice water and extracted with CH2Cl2. The organic layer was washed with NH4Cl (2×), NaHCO3 and brine, then dried with Na2SO4 and concentrated. Purification via flash chromatography eluding with 20% EtOAc/hexanes afforded the product as a viscous yellow oil.